The task is: describe an organic reaction: reactants, conditions, products, and yield. This data is from the Open Reaction Database (ORD), a public repository of structured organic reaction records. Starting materials: Cc1cc(C#N)cnc1C(=O)Nc1ccc(F)c(C2(C)COC(C)(C(F)(F)F)C(NC(=O)OC(C)(C)C)=N2)c1, ClCCl, O=C(O)C(F)(F)F, [Na+], O=C([O-])O. The product is Cc1cc(C#N)cnc1C(=O)Nc1ccc(F)c(C2(C)COC(C)(C(F)(F)F)C(N)=N2)c1. RXN SMILES: [C:1]([O:2][C:3](=[O:4])[NH:7][C:8]1=[N:13][C:12]([CH3:14])([c:15]2[c:16]([F:33])[cH:17][cH:18][c:19]([NH:21][C:22](=[O:23])[c:24]3[n:25][cH:26][c:27]([C:31]#[N:32])[cH:28][c:29]3[CH3:30])[cH:20]2)[CH2:11][O:10][C:9]1([C:34]([F:35])([F:36])[F:37])[CH3:38])([CH3:5])([CH3:6])[CH3:39].[Cl:52][CH2:53][Cl:54].[F:40][C:41]([F:42])([F:43])[C:44]([OH:45])=[O:46].[Na+:51].[O-:47][C:48]([OH:49])=[O:50]>>[NH2:7][C:8]1=[N:13][C:12]([CH3:14])([c:15]2[c:16]([F:33])[cH:17][cH:18][c:19]([NH:21][C:22](=[O:23])[c:24]3[n:25][cH:26][c:27]([C:31]#[N:32])[cH:28][c:29]3[CH3:30])[cH:20]2)[CH2:11][O:10][C:9]1([C:34]([F:35])([F:36])[F:37])[CH3:38]. Starting materials: CC(C)(C)OC(=O)CCOCCOCCOCCOCCO, BrC(Br)(Br)Br, CCO, Cc1ccccc1, ClCCl, c1ccc(P(c2ccccc2)c2ccccc2)cc1. Yields the product CC(C)(C)OC(=O)CCOCCOCCOCCOCCBr. RXN SMILES: [C:1]([CH3:2])([CH3:3])([CH3:4])[O:5][C:6]([CH2:7][CH2:8][O:9][CH2:10][CH2:11][O:12][CH2:13][CH2:14][O:15][CH2:16][CH2:17][O:18][CH2:19][CH2:20][OH:21])=[O:22].[C:26]([Br:27])([Br:28])([Br:29])[Br:30].[CH3:23][CH2:24][OH:25].[CH3:53][c:54]1[cH:55][cH:56][cH:57][cH:58][cH:59]1.[Cl:50][CH2:51][Cl:52].[c:31]1([P:32]([c:33]2[cH:34][cH:35][cH:36][cH:37][cH:38]2)[c:39]2[cH:40][cH:41][cH:42][cH:43][cH:44]2)[cH:45][cH:46][cH:47][cH:48][cH:49]1>>[C:1]([CH3:2])([CH3:3])([CH3:4])[O:5][C:6]([CH2:7][CH2:8][O:9][CH2:10][CH2:11][O:12][CH2:13][CH2:14][O:15][CH2:16][CH2:17][O:18][CH2:19][CH2:20][Br:27])=[O:22]. The reactants are COc1ccc(-c2cnc3[nH]c(CCC4CCCCC(=S)N4)nc3c2)cc1, CO, N, NC1=NC(CCc2nc3cc(-c4ccccc4)cnc3[nH]2)CCCC1. The product is COc1ccc(-c2cnc3[nH]c(CCC4CCCCC(N)=N4)nc3c2)cc1. Reaction SMILES: [CH3:26][O:27][c:28]1[cH:29][cH:30][c:31](-[c:32]2[cH:33][c:34]3[n:35][c:36]([CH2:37][CH2:38][CH:39]4[NH:40][C:41](=[S:42])[CH2:43][CH2:44][CH2:45][CH2:46]4)[nH:47][c:48]3[n:49][cH:50]2)[cH:51][cH:52]1.[CH3:54][OH:55].[NH3:53].[c:1]1(-[c:7]2[cH:8][c:9]3[c:10]([n:11][cH:12]2)[nH:13][c:14]([CH2:16][CH2:17][CH:18]2[CH2:19][CH2:20][CH2:21][CH2:22][C:23]([NH2:25])=[N:24]2)[n:15]3)[cH:2][cH:3][cH:4][cH:5][cH:6]1>>[c:1]1(-[c:7]2[cH:8][c:9]3[c:10]([n:11][cH:12]2)[nH:13][c:14]([CH2:16][CH2:17][CH:18]2[CH2:19][CH2:20][CH2:21][CH2:22][C:23]([NH2:25])=[N:24]2)[n:15]3)[cH:2][cH:3][c:4]([O:27][CH3:26])[cH:5][cH:6]1. Starting materials: BrBr (bromine), [K+].[Br-] (KBr), CC=1C=CC2=C(N3C(=N2)CCC3)C1 (7 -Methyl-2,3-dihydro-1H-pyrrolo[1,2-a] benzimidazole), C(Cl)(Cl)Cl.CO (chloroform methanol). Run in C(C)(=O)O (acetic acid), O (water), C([O-])(O)=O.[Na+] (sodium bicarbonate), O (H2O), C(C)(=O)O (acetic acid). Product: BrC1=CC2=C(N3C(=N2)CCC3)C=C1C (6-Bromo-7-methyl-2,3-dihydro-1H-pyrrolo[1,2-a] benzimidazole). As a reaction SMILES: [CH3:1][C:2]1[CH:3]=[CH:4][C:5]2[N:9]=[C:8]3[CH2:10][CH2:11][CH2:12][N:7]3[C:6]=2[CH:13]=1.[Br:14]Br.C(Cl)(Cl)Cl.CO.[K+].[Br-]>C(O)(=O)C.O.C(=O)(O)[O-].[Na+]>[Br:14][C:3]1[C:2]([CH3:1])=[CH:13][C:6]2[N:7]3[CH2:12][CH2:11][CH2:10][C:8]3=[N:9][C:5]=2[CH:4]=1 |f:2.3,4.5,8.9|. Procedure details: To a solution of 1 q (5.81 mmol) of 22 in 30 mL of qlacial acetic acid, heated at 100°, was added 300 μl of bromine in 3 mL glacial acetic acid. After the addition, the reaction mixture was heated at 100°-110° C. for 4 hours. The cooled reaction mixture was diluted with I00 mL of water and neutralized with aqueous sodium bicarbonate. The product crystallized from solution as a light yellow solid. Yield upon drying the collected solid Was 1.37 g (88%). Recrystallization from chloroform/hexane aff... Reported procedure: Hydrogen peroxide can be prepared, for example, by the anthraquinone process by means of which virtually the entire world production of hydrogen peroxide is prepared. This process is based on the catalytic hydrogenation of an anthraquinone compound to form the corresponding anthrahydroquinone compound, followed by reaction of this with oxygen to form hydrogen peroxide and subsequent extraction to separate off the hydrogen peroxide formed. The anthraquinone compound obtained back is hydrogenated ... RXN SMILES: OO.[CH:3]1[C:16]2[C:15](=[O:17])[C:14]3[C:9](=[CH:10][CH:11]=[CH:12][CH:13]=3)[C:8](=[O:18])[C:7]=2[CH:6]=[CH:5][CH:4]=1>>[CH:12]1[CH:13]=[C:14]2[C:15]([OH:17])=[C:16]3[C:7](=[C:8]([OH:18])[C:9]2=[CH:10][CH:11]=1)[CH:6]=[CH:5][CH:4]=[CH:3]3. Starting materials: OO (Hydrogen peroxide), C1=CC=CC=2C(C3=CC=CC=C3C(C12)=O)=O (anthraquinone), C1=CC=CC=2C(C3=CC=CC=C3C(C12)=O)=O (anthraquinone), OO (hydrogen peroxide). Yields the product C1=CC=C2C(=C1)C(=C3C=CC=CC3=C2O)O (anthrahydroquinone). The reactants are C(C)(=O)N1CCC=2C1=NC=C(C2)N (1-acetyl-5-amino-2,3-dihydro-1H-pyrrolo[2,3-b]pyridine), FC=1C=C2C=C(N(C2=CC1)CC1=CC(=CC=C1)F)C(=O)O (5-fluoro-1-(3-fluorobenzyl)-1H-indole-2-carboxylic acid), Cl.CN(CCCN=C=NCC)C (N-(3-dimethylaminopropyl)-N′-ethylcarbodiimide hydrochloride), ON1N=NC2=C1C=CC=C2 (1-hydroxybenzotriazole). Run in CN(C)C=O (DMF). Run at temperature 20 celsius, time 14 hour. The product is C(C)(=O)N1CCC=2C1=NC=C(C2)NC(=O)C=2N(C1=CC=C(C=C1C2)F)CC2=CC(=CC=C2)F (N-[1-Acetyl-2,3-dihydro-1H-pyrrolo[2,3-b]pyrid-5-yl]-5-fluoro-1-(3-fluorobenzyl)-1H-indole-2-carboxamide). Yield: 67.0%. As a reaction SMILES: [F:1][C:2]1[CH:3]=[C:4]2[C:8](=[CH:9][CH:10]=1)[N:7]([CH2:11][C:12]1[CH:17]=[CH:16][CH:15]=[C:14]([F:18])[CH:13]=1)[C:6]([C:19](O)=[O:20])=[CH:5]2.Cl.CN(C)CCCN=C=NCC.ON1C2C=CC=CC=2N=N1.[C:44]([N:47]1[C:51]2=[N:52][CH:53]=[C:54]([NH2:56])[CH:55]=[C:50]2[CH2:49][CH2:48]1)(=[O:46])[CH3:45]>CN(C=O)C>[C:44]([N:47]1[C:51]2=[N:52][CH:53]=[C:54]([NH:56][C:19]([C:6]3[N:7]([CH2:11][C:12]4[CH:17]=[CH:16][CH:15]=[C:14]([F:18])[CH:13]=4)[C:8]4[C:4]([CH:5]=3)=[CH:3][C:2]([F:1])=[CH:10][CH:9]=4)=[O:20])[CH:55]=[C:50]2[CH2:49][CH2:48]1)(=[O:46])[CH3:45] |f:1.2|. Procedure: To a solution, stirred at 20° C., of 0.28 g (0.97 mmol) of 5-fluoro-1-(3-fluorobenzyl)-1H-indole-2-carboxylic acid prepared in step 1.1, 186 mg (0.97 mmol) of N-(3-dimethylaminopropyl)-N′-ethylcarbodiimide hydrochloride (EDAC) and 131 mg (0.97 mmol) of 1-hydroxybenzotriazole (HOBT) in 15 mL of DMF are added 206 mg (1.17 mmol) of 1-acetyl-5-amino-2,3-dihydro-1H-pyrrolo[2,3-b]pyridine, prepared in step 1.2. The reaction mixture is stirred for 14 hours at 20° C. and then concentrated under reduced ...